Dataset: the Open Reaction Database (ORD), a public repository of structured organic reaction records. Task: describe an organic reaction: reactants, conditions, products, and yield Starting materials: C(C)(C)(C)OC(NCC1=CC=C(C=C1)C=1N(C=CN1)C)=O ([4-(1-methyl-1H-imidazol-2-yl)-benzyl]-carbamic acid tert-butyl ester). Run in C(Cl)Cl (DCM), FC(C(=O)O)(F)F (trifluoroacetic acid). Reaction conditions: time 1 hour. The product is CN1C(=NC=C1)C1=CC=C(CN)C=C1 (4-(1-Methyl-1H-imidazol-2-yl)-benzylamine). Isolated yield 75.4%. As a reaction SMILES: C(OC(=O)[NH:7][CH2:8][C:9]1[CH:14]=[CH:13][C:12]([C:15]2[N:16]([CH3:20])[CH:17]=[CH:18][N:19]=2)=[CH:11][CH:10]=1)(C)(C)C>C(Cl)Cl.FC(F)(F)C(O)=O>[CH3:20][N:16]1[CH:17]=[CH:18][N:19]=[C:15]1[C:12]1[CH:13]=[CH:14][C:9]([CH2:8][NH2:7])=[CH:10][CH:11]=1. Procedure: Dissolve [4-(1-methyl-1H-imidazol-2-yl)-benzyl]-carbamic acid tert-butyl ester (500 mg, 1.7 mmol) in DCM (20 mL) and trifluoroacetic acid (5 mL). Stir the mixture for 1 h at ambient temperature. Concentrate in vacuo and purify by SCX chromatography to obtain the title compound (240 mg, 74%). MS (ES+) m/z: 188 (M+H)+.